This data is from the Open Reaction Database (ORD), a public repository of structured organic reaction records. The task is: describe an organic reaction: reactants, conditions, products, and yield Starting materials: FC1=C(C(=CC=C1)F)C(CC=1C=NC=CC1)=NO (2',6'-difluoro-2-(3-pyridyl)acetophenone oxime), C(C)OC(C)(C)OCC (diethoxypropane). Solvent: C=1(C(=CC=CC1)C)C (xylene). Run at temperature 80 celsius, time 6 hour. The product is C(C)OC(C)(C)ON=C(CC=1C=NC=CC1)C1=C(C=CC=C1F)F (2',6'-difluoro-2-(3-pyridyl)acetophenone O-(1-ethoxy-1-methylethyl)oxime). As a reaction SMILES: [F:1][C:2]1[CH:7]=[CH:6][CH:5]=[C:4]([F:8])[C:3]=1[C:9](=[N:17][OH:18])[CH2:10][C:11]1[CH:12]=[N:13][CH:14]=[CH:15][CH:16]=1.[CH2:19]([O:21][C:22](OCC)([CH3:24])[CH3:23])[CH3:20]>C1(C)C(C)=CC=CC=1>[CH2:19]([O:21][C:22]([O:18][N:17]=[C:9]([C:3]1[C:4]([F:8])=[CH:5][CH:6]=[CH:7][C:2]=1[F:1])[CH2:10][C:11]1[CH:12]=[N:13][CH:14]=[CH:15][CH:16]=1)([CH3:24])[CH3:23])[CH3:20]. Procedure details: A solution of 7.45 g of 2',6'-difluoro-2-(3-pyridyl)acetophenone oxime in 170 ml of xylene is mixed with 8.00 g of diethoxypropane and then heated to 80° C. with stirring. After a clear solution has formed, 0.20 g of pulverised Amberlyst® A15 is added and the entire mixture is heated to reflux temperature. After 6 hours, the reaction mixture is subjected to clarifying filtration through Celite® and the filtrate is freed of excess solvent at 60° C. in a water jet vacuum. After drying in a high va... Reactants: OC1=C(C=CC=C1N\N=C/1\C(=NN(C1=O)C=1C=C2CCCC2=CC1)C)C1=CC=C(O1)C(=O)O ((Z)-5-{2-hydroxy-3-[N′-(1-indan-5-yl-3-methyl-5-oxo-1,5-dihydro-pyrazol-4-ylidene)-hydrazino]-phenyl}-furan-2-carboxylic acid), C(C)NCC.C(C)NCC.OC1=C(C=CC=C1N\N=C/1\C(=NN(C1=O)C1=CC=2CCCCC2C=C1)C)C1=CC=C(O1)C(=O)O ((Z)-5-(2-hydroxy-3-{N′-[3-methyl-5-oxo-1-(5,6,7,8-tetrahydro-naphthalen-2-yl)-1,5-dihydro-pyrazol-4-ylidene]-hydrazino}-phenyl)-furan-2-carboxylic acid bis-(diethylamine)). Run in O1CCCC1 (tetrahydrofuran). Run at time 2 hour. Yields the product title compound, C(C)NCC.C(C)NCC.OC1=C(C=CC=C1N\N=C/1\C(=NN(C1=O)C=1C=C2CCCC2=CC1)C)C1=CC=C(O1)C(=O)O ((Z)-5-{2-hydroxy-3-[N′-(1-indan-5-yl-3-methyl-5-oxo-1,5-dihydro-pyrazol-4-ylidene)-hydrazino]-phenyl}-furan-2-carboxylic acid bis-(diethylamine)). Isolated yield 72.6%. As a reaction SMILES: OC1C(N/N=[C:10]2/C(C)=N[N:13]([C:16]3C=C4C(=C[CH:24]=3)CCC4)[C:14]/2=O)=CC=CC=1C1OC(C(O)=O)=CC=1.[CH2:34]([NH:36][CH2:37][CH3:38])[CH3:35].C(NCC)C.[OH:44][C:45]1[C:50]([NH:51]/[N:52]=[C:53]2/[C:54]([CH3:69])=[N:55][N:56]([C:59]3[CH:68]=[CH:67][C:66]4[CH2:65]C[CH2:63][CH2:62][C:61]=4[CH:60]=3)[C:57]/2=[O:58])=[CH:49][CH:48]=[CH:47][C:46]=1[C:70]1[O:74][C:73]([C:75]([OH:77])=[O:76])=[CH:72][CH:71]=1>O1CCCC1>[CH2:14]([NH:13][CH2:16][CH3:24])[CH3:10].[CH2:34]([NH:36][CH2:37][CH3:38])[CH3:35].[OH:44][C:45]1[C:50]([NH:51]/[N:52]=[C:53]2/[C:54]([CH3:69])=[N:55][N:56]([C:59]3[CH:60]=[C:61]4[C:66](=[CH:67][CH:68]=3)[CH2:65][CH2:63][CH2:62]4)[C:57]/2=[O:58])=[CH:49][CH:48]=[CH:47][C:46]=1[C:70]1[O:74][C:73]([C:75]([OH:77])=[O:76])=[CH:72][CH:71]=1 |f:1.2.3,5.6.7|. Reported procedure: (Z)-5-{2-hydroxy-3-[N′-(1-indan-5-yl-3-methyl-5-oxo-1,5-dihydro-pyrazol-4-ylidene)-hydrazino]-phenyl}-furan-2-carboxylic acid 16a (150 mg, 0.38 mmol) was suspended in 5 mL of tetrahydrofuran to form a dark red suspension. The reaction mixture was added dropwise with diethylamine (49 mg, 0.67 mmol) to form a purple solution, and stirred for 2 hours at room temperature. The solid was precipitated from solution, filtered, then the filter cake was washed with tetrahydrofuran (1 mL×3) and dired in va... Starting materials: C1(=CC=CC=C1)S(=O)(=O)N1C(=CC=2C1=NC=CC2)C(=CC2CCCC2)OS(=O)(=O)C2=CC=C(C=C2)C (toluene-4-sulfonic acid-1-(1-benzenesulfonyl-1H-pyrrolo[2,3-b]pyridin-2-yl)-2-cyclopentyl-vinyl ester), CN(C1=CC=C(C=C1)B(O)O)C (4-(dimethylamino)-phenyl boronic acid), C([O-])([O-])=O.[Na+].[Na+] (sodium carbonate). The reagents and catalysts are Cl[Pd]([P](C1=CC=CC=C1)(C2=CC=CC=C2)C3=CC=CC=C3)([P](C4=CC=CC=C4)(C5=CC=CC=C5)C6=CC=CC=C6)Cl (dichlorobis(triphenylphosphine)palladium). The solvent is C(C)(=O)OCC (ethyl acetate), O1CCOCC1 (dioxane). Yields the product C1(=CC=CC=C1)S(=O)(=O)N1C(=CC=2C1=NC=CC2)C(=CC2CCCC2)C2=CC=C(C=C2)N(C)C ({4-[1-(1-benzenesulfonyl-1H-pyrrolo[2,3-b]pyridin-2-yl)-2-cyclopentyl-vinyl]-phenyl}-dimethyl-amine). Isolated yield 60.6%. As a reaction SMILES: [C:1]1([S:7]([N:10]2[C:14]3=[N:15][CH:16]=[CH:17][CH:18]=[C:13]3[CH:12]=[C:11]2[C:19](OS(C2C=CC(C)=CC=2)(=O)=O)=[CH:20][CH:21]2[CH2:25][CH2:24][CH2:23][CH2:22]2)(=[O:9])=[O:8])[CH:6]=[CH:5][CH:4]=[CH:3][CH:2]=1.[CH3:37][N:38]([CH3:48])[C:39]1[CH:44]=[CH:43][C:42](B(O)O)=[CH:41][CH:40]=1.C(=O)([O-])[O-].[Na+].[Na+]>O1CCOCC1.C(OCC)(=O)C.Cl[Pd](Cl)([P](C1C=CC=CC=1)(C1C=CC=CC=1)C1C=CC=CC=1)[P](C1C=CC=CC=1)(C1C=CC=CC=1)C1C=CC=CC=1>[C:1]1([S:7]([N:10]2[C:14]3=[N:15][CH:16]=[CH:17][CH:18]=[C:13]3[CH:12]=[C:11]2[C:19]([C:42]2[CH:43]=[CH:44][C:39]([N:38]([CH3:48])[CH3:37])=[CH:40][CH:41]=2)=[CH:20][CH:21]2[CH2:25][CH2:24][CH2:23][CH2:22]2)(=[O:8])=[O:9])[CH:2]=[CH:3][CH:4]=[CH:5][CH:6]=1 |f:2.3.4,^1:69,88|. Procedure: To a mixture of toluene-4-sulfonic acid-1-(1-benzenesulfonyl-1H-pyrrolo[2,3-b]pyridin-2-yl)-2-cyclopentyl-vinyl ester (prepared as in Example 43, 0.15 g, 0.28 mmol), 4-(dimethylamino)-phenyl boronic acid (0.12 g, 0.72 mmol) and dichlorobis(triphenylphosphine)palladium (II) (21 mg, 0.03 mmol) in dioxane (3 mL) was added an aqueous sodium carbonate solution (2 M, 0.36 mL). The resulting mixture was subjected to microwave irradiation for 2 h at 100° C. The mixture was diluted with ethyl acetate (10... Starting materials: O=C(O)c1ccc(OCc2ccccc2)c([N+](=O)[O-])c1, Cc1ccccc1, CN(C)C=O, O=S(Cl)Cl. The product is O=C(Cl)c1ccc(OCc2ccccc2)c([N+](=O)[O-])c1. RXN SMILES: [CH2:1]([c:2]1[cH:3][cH:4][cH:5][cH:6][cH:7]1)[O:8][c:9]1[c:10]([N+:18](=[O:19])[O-:20])[cH:11][c:12]([C:13](=[O:14])[OH:15])[cH:16][cH:17]1.[CH3:25][c:26]1[cH:27][cH:28][cH:29][cH:30][cH:31]1.[CH3:32][N:33]([CH3:34])[CH:35]=[O:36].[S:21]([Cl:22])([Cl:23])=[O:24]>>[CH2:1]([c:2]1[cH:3][cH:4][cH:5][cH:6][cH:7]1)[O:8][c:9]1[c:10]([N+:18](=[O:19])[O-:20])[cH:11][c:12]([C:13](=[O:14])[Cl:23])[cH:16][cH:17]1. Starting materials: CO, O=C(O)Cc1cccc([N+](=O)[O-])c1, O=S(=O)(O)O. The product is COC(=O)Cc1cccc([N+](=O)[O-])c1. Reaction SMILES: [CH3:19][OH:20].[N+:1](=[O:2])([O-:3])[c:4]1[cH:5][c:6]([CH2:10][C:11](=[O:12])[OH:13])[cH:7][cH:8][cH:9]1.[S:14](=[O:15])(=[O:16])([OH:17])[OH:18]>>[N+:1](=[O:2])([O-:3])[c:4]1[cH:5][c:6]([CH2:10][C:11](=[O:12])[O:13][CH3:19])[cH:7][cH:8][cH:9]1. As a reaction SMILES: [ClH:15].[F:1][CH:2]([c:3]1[c:4]([CH3:13])[n+:5]([O-:12])[cH:6][cH:7][c:8]1[N+:9]([O-:10])=[O:11])[F:14]>>[F:1][CH:2]([c:3]1[c:4]([CH3:13])[n+:5]([O-:12])[cH:6][cH:7][c:8]1[Cl:15])[F:14]. Reactants: Cl, Cc1c(C(F)F)c([N+](=O)[O-])cc[n+]1[O-]. The product is Cc1c(C(F)F)c(Cl)cc[n+]1[O-]. Starting materials: BrC(C(=O)Br)CCCBr (2,5-Dibromopentanoyl bromide), C(C)(=O)OC(CNC(=O)C1=C(C(=C(C(=C1I)N)I)C(=O)NCC(COC(C)=O)OC(C)=O)I)COC(C)=O (N,N'-bis[2,3bis(acetyloxy)propyl]-5-amino-2,4,6-triiodo-1,3-benzenedicarboxamide). The solvent is CN(C(C)=O)C (N,N-dimethylacetamide). Reaction conditions: time 1 hour. Product: C(C)(=O)OC(CNC(=O)C1=C(C(=C(C(=C1I)NC(C(CCCBr)Br)=O)I)C(=O)NCC(COC(C)=O)OC(C)=O)I)COC(C)=O (N,N'-Bis[2,3-bis(acetyloxy)propyl]-5-[(2,5-dibromo-1-oxopentyl)amino]-2,4,6-triiodo-1,3-benzenedicarboxamide). Isolated yield 95.5%. As a reaction SMILES: [Br:1][CH:2]([CH2:6][CH2:7][CH2:8][Br:9])[C:3](Br)=[O:4].[C:10]([O:13][CH:14]([CH2:43][O:44][C:45](=[O:47])[CH3:46])[CH2:15][NH:16][C:17]([C:19]1[C:24]([I:25])=[C:23]([NH2:26])[C:22]([I:27])=[C:21]([C:28]([NH:30][CH2:31][CH:32]([O:38][C:39](=[O:41])[CH3:40])[CH2:33][O:34][C:35](=[O:37])[CH3:36])=[O:29])[C:20]=1[I:42])=[O:18])(=[O:12])[CH3:11]>CN(C)C(=O)C>[C:10]([O:13][CH:14]([CH2:43][O:44][C:45](=[O:47])[CH3:46])[CH2:15][NH:16][C:17]([C:19]1[C:24]([I:25])=[C:23]([NH:26][C:3](=[O:4])[CH:2]([Br:1])[CH2:6][CH2:7][CH2:8][Br:9])[C:22]([I:27])=[C:21]([C:28]([NH:30][CH2:31][CH:32]([O:38][C:39](=[O:41])[CH3:40])[CH2:33][O:34][C:35](=[O:37])[CH3:36])=[O:29])[C:20]=1[I:42])=[O:18])(=[O:12])[CH3:11]. Reported procedure: 2,5-Dibromopentanoyl bromide (11 g, 34 mmol ) was added dropwise to a stirred solution of N,N'-bis[2,3bis(acetyloxy)propyl]-5-amino-2,4,6-triiodo-1,3-benzenedicarboxamide (23.0 g, 26.3 mmol) in N,N-dimethylacetamide (240 ml) at 0°. After the addition, the reaction mixture was stirred at 0° for 1 hour, and then at room temperature for 20 hours. The solvent was removed in vacuo at 45° and the resulting solid was dissolved in ethyl acetate (400 ml). The organic layer was washed with saturated aqueo... Reactants: CCN(C(C)C)C(C)C (DIEA), C1(CC1)C(=O)Cl (cyclopropanecarbonyl chloride), Cl.NCC1=C(C=C(C=C1)C(=O)N1C2=C(NC=3N(N=CC3C1)C)C=C(C=C2)C)F ((4-aminomethyl-3-fluoro-phenyl)-(3,6-dimethyl-4,10-dihydro-3H-2,3,4,9-tetraaza-benzo[f]azulen-9-yl)-methanone hydrochloride). Solvent: ClCCl (dichloromethane), ClCCl (dichloromethane). Run at time 90 minute. The product is CN1N=CC=2CN(C3=C(NC12)C=C(C=C3)C)C(=O)C3=CC(=C(CNC(=O)C1CC1)C=C3)F (Cyclopropanecarboxylic Acid 4-(3,6-dimethyl-4,10-dihydro-3H-2,3,4,9-tetraaza-benzo[f]azulene-9-carbonyl)-2-fluoro-benzylamide). Isolated yield 54.0%. Reaction SMILES: CCN(C(C)C)C(C)C.[CH:10]1([C:13](Cl)=[O:14])[CH2:12][CH2:11]1.Cl.[NH2:17][CH2:18][C:19]1[CH:24]=[CH:23][C:22]([C:25]([N:27]2[CH2:36][C:35]3[CH:34]=[N:33][N:32]([CH3:37])[C:31]=3[NH:30][C:29]3[CH:38]=[C:39]([CH3:42])[CH:40]=[CH:41][C:28]2=3)=[O:26])=[CH:21][C:20]=1[F:43]>ClCCl>[CH3:37][N:32]1[C:31]2[NH:30][C:29]3[CH:38]=[C:39]([CH3:42])[CH:40]=[CH:41][C:28]=3[N:27]([C:25]([C:22]3[CH:23]=[CH:24][C:19]([CH2:18][NH:17][C:13]([CH:10]4[CH2:12][CH2:11]4)=[O:14])=[C:20]([F:43])[CH:21]=3)=[O:26])[CH2:36][C:35]=2[CH:34]=[N:33]1 |f:2.3|. Reported procedure: DIEA (0.08 ml, 0.46 mmol) and cyclopropanecarbonyl chloride (0.013 ml, 0.14 mmol) were added to a solution of (4-aminomethyl-3-fluoro-phenyl)-(3,6-dimethyl-4,10-dihydro-3H-2,3,4,9-tetraaza-benzo[f]azulen-9-yl)-methanone hydrochloride from Example E98.2 (57 mg, 0.14 mmol) in dichloromethane (10 ml) at 0° C. The mixture was stirred for 90 min at room temperature then diluted with dichloromethane, washed with saturated NaHCO3 then brine, dried and concentrated in vacuo. The residue was purified by ... The reactants are COC(C(CC1=CC(=C(C(=C1)C)C1=NC2=C(N1)C=CC(=C2)C=2OC(=NN2)C2=CC=C(C=C2)OC)C)(C)C)=O (3-(4-{5-[5-(4-Methoxy-phenyl)-[1,3,4]oxadiazol-2-yl]-1H-benzoimidazol-2-yl}-3,5-dimethyl-phenyl)-2,2-dimethyl-propionic acid methyl ester), [OH-].[Na+] (NaOH), Cl (HCl). Run in CO (MeOH). Run at time 18 hour. The product is COC1=CC=C(C=C1)C1=NN=C(O1)C1=CC2=C(NC(=N2)C2=C(C=C(C=C2C)CC(C(=O)O)(C)C)C)C=C1 (3-(4-{5-[5-(4-Methoxy-phenyl)-[1,3,4]oxadiazol-2-yl]-1H-benzoimidazol-2-yl}-3,5-dimethyl-phenyl)-2,2-dimethyl-propionic acid). As a reaction SMILES: C[O:2][C:3](=[O:38])[C:4]([CH3:37])([CH3:36])[CH2:5][C:6]1[CH:11]=[C:10]([CH3:12])[C:9]([C:13]2[NH:17][C:16]3[CH:18]=[CH:19][C:20]([C:22]4[O:23][C:24]([C:27]5[CH:32]=[CH:31][C:30]([O:33][CH3:34])=[CH:29][CH:28]=5)=[N:25][N:26]=4)=[CH:21][C:15]=3[N:14]=2)=[C:8]([CH3:35])[CH:7]=1.[OH-].[Na+].Cl>CO>[CH3:34][O:33][C:30]1[CH:29]=[CH:28][C:27]([C:24]2[O:23][C:22]([C:20]3[CH:19]=[CH:18][C:16]4[NH:17][C:13]([C:9]5[C:8]([CH3:35])=[CH:7][C:6]([CH2:5][C:4]([CH3:36])([CH3:37])[C:3]([OH:38])=[O:2])=[CH:11][C:10]=5[CH3:12])=[N:14][C:15]=4[CH:21]=3)=[N:26][N:25]=2)=[CH:32][CH:31]=1 |f:1.2|. Reported procedure: A mixture of 3-(4-{5-[5-(4-Methoxy-phenyl)-[1,3,4]oxadiazol-2-yl]-1H-benzoimidazol-2-yl}-3,5-dimethyl-phenyl)-2,2-dimethyl-propionic acid methyl ester (340 mg, 0.667 mmol) and aqueous 1M NaOH (5 mL, 5 mmol) in MeOH (5 mL) was stirred at room temperature for 18 h and then heated at 50° C. for 1 h. After the mixture was cooled to room temperature, the mixture was slowly acidified to pH 2˜3 by addition of 3M HCl. The product precipitated and was separated from the solution. The solid was dissolved ... Starting materials: ClCCl, C=CCOc1cc(N)c(F)cc1Br, CCOC(=O)Cl, c1ccncc1. The product is C=CCOc1cc(NC(=O)OCC)c(F)cc1Br. As a reaction SMILES: [CH2:26]([Cl:27])[Cl:28].[CH2:7]([CH:8]=[CH2:9])[O:10][c:11]1[c:12]([Br:19])[cH:13][c:14]([F:18])[c:15]([NH2:16])[cH:17]1.[Cl:1][C:2](=[O:3])[O:4][CH2:5][CH3:6].[cH:20]1[cH:21][cH:22][n:23][cH:24][cH:25]1>>[C:2](=[O:3])([O:4][CH2:5][CH3:6])[NH:16][c:15]1[c:14]([F:18])[cH:13][c:12]([Br:19])[c:11]([O:10][CH2:7][CH:8]=[CH2:9])[cH:17]1.